Dataset: the Open Reaction Database (ORD), a public repository of structured organic reaction records. Task: describe an organic reaction: reactants, conditions, products, and yield The reactants are C(C1=CC=CC=C1)N(CC(C1=CC(=NC2=C(C=CC=C12)C(F)(F)F)C(F)(F)F)OC)C(=O)OC(C)(C)C (N-Benzyl-N-tert-butoxycarbonyl-β-methoxy-2,8-bis(trifluoromethyl)-4-quinolineethanamine), Cl (hydrochloric acid). Run in O1CCOCC1 (dioxan). Conditions: time 1 hour. Yields the product Cl.C(C1=CC=CC=C1)NCC(C1=CC(=NC2=C(C=CC=C12)C(F)(F)F)C(F)(F)F)OC (N-Benzyl-β-methoxy-2,8-bis(trifluoromethyl)-4-quinolineethanamine Hydrochloride). The yield is 55.3%. Reaction SMILES: [CH2:1]([N:8](C(OC(C)(C)C)=O)[CH2:9][CH:10]([O:29][CH3:30])[C:11]1[C:20]2[C:15](=[C:16]([C:21]([F:24])([F:23])[F:22])[CH:17]=[CH:18][CH:19]=2)[N:14]=[C:13]([C:25]([F:28])([F:27])[F:26])[CH:12]=1)[C:2]1[CH:7]=[CH:6][CH:5]=[CH:4][CH:3]=1.[ClH:38]>O1CCOCC1>[ClH:38].[CH2:1]([NH:8][CH2:9][CH:10]([O:29][CH3:30])[C:11]1[C:20]2[C:15](=[C:16]([C:21]([F:22])([F:23])[F:24])[CH:17]=[CH:18][CH:19]=2)[N:14]=[C:13]([C:25]([F:28])([F:27])[F:26])[CH:12]=1)[C:2]1[CH:3]=[CH:4][CH:5]=[CH:6][CH:7]=1 |f:3.4|. Procedure: To N-Benzyl-N-tert-butoxycarbonyl-β-methoxy-2,8-bis(trifluoromethyl)-4-quinolineethanamine (113 mg, 0.21 mmol) in dioxan (1 mL) was added HCl (4-M in dioxan, 0.25 mL, 1 mmol) and the mixture stirred at room temperature for 1 h. The mixture was concentrated in vacuo, triturated with ether and filtered to give the title compound (54 mg, 60%) as a white solid: mp 232-233° C.; NMR δH (400 MHz, DMSO-d6) 3.17-3.41 (2H, m), 3.34 (3H, s), 4.19 (1H, d, J 13.8 Hz), 4.22 (1H, d, J 13.8 Hz), 5.78 (1H, dd, J... The reactants are C12(CC3CC(CC(C1)C3)C2)CC(S(=O)(=O)[O-])(F)F.[Na+] (sodium 2-(adamantan-1-yl)-1,1-difluoroethane-1-sulfonate), [Br-].C1(=CC=CC=C1)[S+](C1=CC=CC=C1)C1=CC=CC=C1 (triphenylsulfonium bromide), O (water). Solvent: ClCCl (dichloromethane). Conditions: time 1 hour. The product is C12(CC3CC(CC(C1)C3)C2)CC(S(=O)(=O)[O-])(F)F.C2(=CC=CC=C2)[S+](C2=CC=CC=C2)C2=CC=CC=C2 (triphenylsulfonium 2-(adamantan-1-yl)-1,1-difluoroethane-1-sulfonate). The yield is 90.0%. As a reaction SMILES: [C:1]12([CH2:11][C:12]([F:18])([F:17])[S:13]([O-:16])(=[O:15])=[O:14])[CH2:10][CH:5]3[CH2:6][CH:7]([CH2:9][CH:3]([CH2:4]3)[CH2:2]1)[CH2:8]2.[Na+].[Br-].[C:21]1([S+:27]([C:34]2[CH:39]=[CH:38][CH:37]=[CH:36][CH:35]=2)[C:28]2[CH:33]=[CH:32][CH:31]=[CH:30][CH:29]=2)[CH:26]=[CH:25][CH:24]=[CH:23][CH:22]=1.O>ClCCl>[C:1]12([CH2:11][C:12]([F:18])([F:17])[S:13]([O-:16])(=[O:14])=[O:15])[CH2:10][CH:5]3[CH2:4][CH:3]([CH2:9][CH:7]([CH2:6]3)[CH2:8]1)[CH2:2]2.[C:34]1([S+:27]([C:21]2[CH:22]=[CH:23][CH:24]=[CH:25][CH:26]=2)[C:28]2[CH:33]=[CH:32][CH:31]=[CH:30][CH:29]=2)[CH:35]=[CH:36][CH:37]=[CH:38][CH:39]=1 |f:0.1,2.3,6.7|. Reported procedure: A reaction flask was charged with 53.2 g of sodium 2-(adamantan-1-yl)-1,1-difluoroethane-1-sulfonate and 54.9 g of triphenylsulfonium bromide. After the addition of 500 ml of ion-exchanged water and 500 ml of dichloromethane, the mixture was stirred at room temperature for one hour. The organic layer was separated, and washed five times with 500 ml of ion-exchanged water. The solvent was then removed to obtain 78.1 g of triphenylsulfonium 2-(adamantan-1-yl)-1,1-difluoroethane-1-sulfonate. The re... Reactants: CC(Cl)c1cccnc1, COc1cccc2c1CCNC2. The reagents and catalysts are O=C([O-])[O-].[Cs+].[Cs+] (cesium carbonate), [I-].[K+] (potassium iodide). Solvent: CN(C)C=O (DMF), CN(C)C=O (dmf), CN(C)C=O (DMF). Conditions: temperature 70 celsius, time 16 hour. Product: COc1cccc2c1CCN(C(C)c1cccnc1)C2. Starting materials: [OH-].[Na+] (sodium hydroxide), C(CC1=CC=CC=C1)N (Phenethylamine), S(=O)(=O)(C1=CC=C(C)C=C1)OCC1COCC1COS(=O)(=O)C1=CC=C(C)C=C1 (3,4-bis(tosyloxymethyl)tetrahydrofuran), ( XIX ). The solvent is COCCOCCOCCOC (triethylene glycol dimethyl ether). The product is C(CC1=CC=CC=C1)N1CC2C(C1)COC2 (5-phenethyl-hexahydro-1H-furo(3,4-c)pyrrole). Reaction SMILES: [CH2:1]([NH2:9])[CH2:2][C:3]1[CH:8]=[CH:7][CH:6]=[CH:5][CH:4]=1.S(O[CH2:21][CH:22]1[CH:26]([CH2:27]OS(C2C=CC(C)=CC=2)(=O)=O)[CH2:25][O:24][CH2:23]1)(C1C=CC(C)=CC=1)(=O)=O.[OH-].[Na+]>COCCOCCOCCOC>[CH2:1]([N:9]1[CH2:21][CH:22]2[CH2:23][O:24][CH2:25][CH:26]2[CH2:27]1)[CH2:2][C:3]1[CH:8]=[CH:7][CH:6]=[CH:5][CH:4]=1 |f:2.3|. Procedure: Phenethylamine (0.15 mole, 18.2 grams) was reacted with a mixture of the cis and trans isomers of 3,4-bis(tosyloxymethyl)tetrahydrofuran, represented by formulas (XIX), (0.05 mole, 22.0 grams) in 60 ml triethylene glycol dimethyl ether at 185°C. for 3 hours. The reaction mixture was cooled to room temperature and neutralized with 75 ml methanolic sodium hydroxide solution (0.10 mole, 4.0 grams). After the reaction mixture was concentrated under aspirator pressure, 150 ml diethyl ether was added ... Starting materials: CC(C)CC=C1CCC2(CC1)SC(CC(=O)OC(C)(C)C)C(=O)N2CCC(=O)O, O=C([O-])[O-], CCI, CN(C)C=O, CCOC(C)=O, Cl, [K+], [K+], O. Product: CCOC(=O)CCN1C(=O)C(CC(=O)OC(C)(C)C)SC12CCC(=CCC(C)C)CC2. Reaction SMILES: [C:1]([CH3:2])([CH3:3])([CH3:4])[O:5][C:6]([CH2:7][CH:8]1[S:9][C:10]2([N:11]([CH2:14][CH2:15][C:16](=[O:17])[OH:18])[C:12]1=[O:13])[CH2:19][CH2:20][C:21](=[CH:24][CH2:25][CH:26]([CH3:27])[CH3:28])[CH2:22][CH2:23]2)=[O:29].[C:33](=[O:34])([O-:35])[O-:36].[CH2:30]([CH3:31])[I:32].[CH3:40][N:41]([CH3:42])[CH:43]=[O:44].[CH3:45][CH2:46][O:47][C:48](=[O:49])[CH3:50].[ClH:39].[K+:37].[K+:38].[OH2:51]>>[C:1]([CH3:2])([CH3:3])([CH3:4])[O:5][C:6]([CH2:7][CH:8]1[S:9][C:10]2([N:11]([CH2:14][CH2:15][C:16](=[O:17])[O:18][CH2:30][CH3:31])[C:12]1=[O:13])[CH2:19][CH2:20][C:21](=[CH:24][CH2:25][CH:26]([CH3:27])[CH3:28])[CH2:22][CH2:23]2)=[O:29]. Starting materials: C=CC1CN2CCC1CC2[C@@H](C3=C4C=C(C=CC4=NC=C3)O)O (6-hydroxycinchonine), C([O-])([O-])=O.[K+].[K+] (potassium carbonate), BrCC=1C=C(C#N)C=CC1 (3-(bromomethyl)benzonitrile). Reagents/catalysts: C1COCCOCCOCCOCCOCCO1 (18-crown-6). The solvent is CC(=O)C (acetone), CN(C=O)C (dimethylformamide). The product is C(#N)C=1C=C(COC2=CC=C3N=CC=C([C@@H]([C@H]4C[C@H]5[C@H](CN4CC5)C=C)O)C3=C2)C=CC1 ((9S)-6'-(3-cyanobenzyloxy) cinchonane-9-ol). Isolated yield 79.1%. RXN SMILES: [CH2:1]=[CH:2][CH:3]1[CH:8]2[CH2:9][CH:10]([C@H:11]([OH:23])[C:12]3[CH:21]=[CH:20][N:19]=[C:18]4[C:13]=3[CH:14]=[C:15]([OH:22])[CH:16]=[CH:17]4)[N:5]([CH2:6][CH2:7]2)[CH2:4]1.C(=O)([O-])[O-].[K+].[K+].Br[CH2:31][C:32]1[CH:33]=[C:34]([CH:37]=[CH:38][CH:39]=1)[C:35]#[N:36]>CC(C)=O.CN(C)C=O.C1OCCOCCOCCOCCOCCOC1>[C:35]([C:34]1[CH:33]=[C:32]([CH:39]=[CH:38][CH:37]=1)[CH2:31][O:22][C:15]1[CH:14]=[C:13]2[C:18]([N:19]=[CH:20][CH:21]=[C:12]2[C@H:11]([OH:23])[C@@H:10]2[N:5]3[CH2:6][CH2:7][C@H:8]([C@@H:3]([CH:2]=[CH2:1])[CH2:4]3)[CH2:9]2)=[CH:17][CH:16]=1)#[N:36] |f:1.2.3|. Procedure: To a solution of 0.6 g (1.91 mmol) of 6-hydroxycinchonine in 25 ml of anhydrous acetone (dried and distilled over potassium carbonate) and 8 ml of anhydrous dimethylformamide is added 0.516 g (2.87 mmol) of anhydrous potassium carbonate followed by 0.329 g (1.91 mmol) of 3-(bromomethyl)benzonitrile (Lancaster) and 4 mg of 18-crown-6. The reaction mixture is heated to reflux for 18 h, cooled and filtered. The filtrate is concentrated under reduced pressure and redissolved in 200 ml of chloroform.... Product: Cc1cc(C)c(C(C)(C)O)c(C)c1. Reactants: [Br-], CC(C)=O, [Cl-], [NH4+], O, Cc1cc(C)c([Mg+])c(C)c1. Reaction SMILES: [Br-:1].[CH3:12][C:13]([CH3:14])=[O:15].[Cl-:16].[NH4+:17].[OH2:18].[c:2]1([CH3:11])[c:3]([Mg+:10])[c:4]([CH3:9])[cH:5][c:6]([CH3:8])[cH:7]1>>[c:2]1([CH3:11])[c:3]([C:13]([CH3:12])([CH3:14])[OH:15])[c:4]([CH3:9])[cH:5][c:6]([CH3:8])[cH:7]1.